describe an organic reaction: reactants, conditions, products, and yield From a dataset of the Open Reaction Database (ORD), a public repository of structured organic reaction records. Starting materials: C(CCC)OC1=C(C=CC=C1)OCCBr (1-n-butoxy-2-(2'-bromoethoxy)-benzene), C(C)(C)NC(C)C (diisopropylamine), C1(=CC=CC=C1)C (toluene). Run in O (water). Yields the product C(CCC)OC1=C(C=CC=C1)OCCN(C(C)C)C(C)C (1-n-Butoxy-2-(2'-diisopropylaminoethoxy)-benzene). Yield: 53.5%. As a reaction SMILES: [CH2:1]([O:5][C:6]1[CH:11]=[CH:10][CH:9]=[CH:8][C:7]=1[O:12][CH2:13][CH2:14]Br)[CH2:2][CH2:3][CH3:4].[CH:16]([NH:19][CH:20]([CH3:22])[CH3:21])([CH3:18])[CH3:17].C1(C)C=CC=CC=1>O>[CH2:1]([O:5][C:6]1[CH:11]=[CH:10][CH:9]=[CH:8][C:7]=1[O:12][CH2:13][CH2:14][N:19]([CH:20]([CH3:22])[CH3:21])[CH:16]([CH3:18])[CH3:17])[CH2:2][CH2:3][CH3:4]. Reported procedure: The thus obtained 1-n-butoxy-2-(2'-bromoethoxy)-benzene (2.73 g, 10 mmole) was heated under reflux for 160 hours with diisopropylamine (4.0 g; 40 mmole) and toluene (25 ml). The reaction mixture was shaken with water until the precipitated salt had dissolved. The toluene phase was then extracted with an excess of dilute hydrochloric acid. The extracts were washed twice with ether and then made alkaline with sodium hydroxide solution. The precipitated base was taken up in ether and the aqueous ph...